Dataset: the Open Reaction Database (ORD), a public repository of structured organic reaction records. Task: describe an organic reaction: reactants, conditions, products, and yield Starting materials: COc1cc2c(Oc3ccc4[nH]c(C)cc4c3F)cnnc2cc1O, OCc1cccnc1. The product is COc1cc2c(Oc3ccc4[nH]c(C)cc4c3F)cnnc2cc1OCc1cccnc1. Reaction SMILES: [F:1][c:2]1[c:3]2[cH:4][c:5]([CH3:25])[nH:6][c:7]2[cH:8][cH:9][c:10]1[O:11][c:12]1[cH:13][n:14][n:15][c:16]2[cH:17][c:18]([OH:24])[c:19]([O:22][CH3:23])[cH:20][c:21]12.[OH:26][CH2:27][c:28]1[cH:29][n:30][cH:31][cH:32][cH:33]1>>[F:1][c:2]1[c:3]2[cH:4][c:5]([CH3:25])[nH:6][c:7]2[cH:8][cH:9][c:10]1[O:11][c:12]1[cH:13][n:14][n:15][c:16]2[cH:17][c:18]([O:24][CH2:27][c:28]3[cH:29][n:30][cH:31][cH:32][cH:33]3)[c:19]([O:22][CH3:23])[cH:20][c:21]12. RXN SMILES: [NH2:1][C:2]1[CH:9]=[CH:8][C:7]([N:10]2[CH2:15][CH2:14][O:13][CH2:12][CH2:11]2)=[CH:6][C:3]=1[CH:4]=O.[CH3:16][O:17][C:18]1[CH:23]=[CH:22][CH:21]=[C:20]([F:24])[C:19]=1[CH2:25][CH2:26][C:27]#[N:28]>>[CH3:16][O:17][C:18]1[CH:23]=[CH:22][CH:21]=[C:20]([F:24])[C:19]=1[CH2:25][C:26]1[C:27]([NH2:28])=[N:1][C:2]2[C:3]([CH:4]=1)=[CH:6][C:7]([N:10]1[CH2:15][CH2:14][O:13][CH2:12][CH2:11]1)=[CH:8][CH:9]=2. Yields the product COC1=C(CC=2C(=NC3=CC=C(C=C3C2)N2CCOCC2)N)C(=CC=C1)F (3-(2-Methoxy-6-fluorobenzyl)-6-morpholin-4-ylquinolin-2-amine). Procedure details: The title compound was synthesized according to EXAMPLE 11 from 2-amino-5-morpholin-4-ylbenzaldehyde and 3-(2-methoxy-6-fluorophenyl)propionitrile. The reactants are NC1=C(C=O)C=C(C=C1)N1CCOCC1 (2-amino-5-morpholin-4-ylbenzaldehyde), COC1=C(C(=CC=C1)F)CCC#N (3-(2-methoxy-6-fluorophenyl)propionitrile). Starting materials: Br, O=C([O-])O, COc1cccc(C2CCC(=O)N2Cc2ccncc2)c1, [Na+]. Product: O=C1CCC(c2cccc(O)c2)N1Cc1ccncc1. RXN SMILES: [BrH:27].[C:22](=[O:23])([OH:24])[O-:25].[CH3:1][O:2][c:3]1[cH:4][c:5]([CH:9]2[CH2:10][CH2:11][C:12](=[O:21])[N:13]2[CH2:14][c:15]2[cH:16][cH:17][n:18][cH:19][cH:20]2)[cH:6][cH:7][cH:8]1.[Na+:26]>>[OH:2][c:3]1[cH:4][c:5]([CH:9]2[CH2:10][CH2:11][C:12](=[O:21])[N:13]2[CH2:14][c:15]2[cH:16][cH:17][n:18][cH:19][cH:20]2)[cH:6][cH:7][cH:8]1. Reactants: FC1=CC=C(C=C1)CC1=CN=C2C(=C(C(NC2=C1)=O)C(=O)OCC)O (ethyl 7-[(4-fluorophenyl)methyl]-4-hydroxy-2-oxo-1,2-dihydro-1,5-naphthyridine-3-carboxylate), C(O)CN (ethanolamine), 1h. Yields the product FC1=CC=C(C=C1)CC1=CN=C2C(=C(C(NC2=C1)=O)C(=O)NCCO)O (7-[(4-Fluorophenyl)methyl]-4-hydroxy-N-(2-hydroxyethyl)-2-oxo-1,2-dihydro-1,5-naphthyridine-3-carboxamide). Reaction SMILES: [F:1][C:2]1[CH:7]=[CH:6][C:5]([CH2:8][C:9]2[CH:18]=[C:17]3[C:12]([C:13]([OH:25])=[C:14]([C:20](OCC)=[O:21])[C:15](=[O:19])[NH:16]3)=[N:11][CH:10]=2)=[CH:4][CH:3]=1.[CH2:26]([CH2:28][NH2:29])[OH:27]>>[F:1][C:2]1[CH:7]=[CH:6][C:5]([CH2:8][C:9]2[CH:18]=[C:17]3[C:12]([C:13]([OH:25])=[C:14]([C:20]([NH:29][CH2:28][CH2:26][OH:27])=[O:21])[C:15](=[O:19])[NH:16]3)=[N:11][CH:10]=2)=[CH:4][CH:3]=1. Reported procedure: This compound was prepared from ethyl 7-[(4-fluorophenyl)methyl]-4-hydroxy-2-oxo-1,2-dihydro-1,5-naphthyridine-3-carboxylate and ethanolamine employing methods similar to those described in Example 2 and was obtained as a white solid: 1H NMR (d6-DMSO) tautomers are observed δ 11.79 (1H, t, J=5.4 Hz), 10.81 (1h, br s), 10.07 (1H, br s), 8.18 (0.61H, s), 8.15 (0.39H, s), 7.35-7.23 (3H, m), 7.14-7.08 (2H, m), 4.73 (1H, br), 3.98 (2H, s), 3.51-3.41 (2H, m), 3.35-3.20 (2H, m); HRMS calcd for C18H16FN... Reactants: Cc1cccc(Oc2ccc(C(F)(F)F)cc2Cl)c1, ClP(Cl)(Cl)(Cl)Cl, Cl. Yields the product FC(F)(F)c1ccc(Oc2cccc(CCl)c2)c(Cl)c1. RXN SMILES: [Cl:1][c:2]1[c:3]([O:4][c:5]2[cH:6][c:7]([CH3:11])[cH:8][cH:9][cH:10]2)[cH:12][cH:13][c:14]([C:16]([F:17])([F:18])[F:19])[cH:15]1.[Cl:20][P:21]([Cl:22])([Cl:23])([Cl:24])[Cl:25].[Cl:26]>>[Cl:1][c:2]1[c:3]([O:4][c:5]2[cH:6][c:7]([CH2:11][Cl:20])[cH:8][cH:9][cH:10]2)[cH:12][cH:13][c:14]([C:16]([F:17])([F:18])[F:19])[cH:15]1. Reaction SMILES: [CH2:1]([O:2][C:3](=[O:4])[NH:10][C:11]1([c:14]2[n:15][n:16][c:17]([CH:19]3[CH2:20][CH2:21]3)[nH:18]2)[CH2:12][CH2:13]1)[c:5]1[cH:6][cH:7][cH:8][cH:9][cH:22]1.[CH3:23][OH:24]>>[NH2:10][C:11]1([c:14]2[n:15][n:16][c:17]([CH:19]3[CH2:20][CH2:21]3)[nH:18]2)[CH2:12][CH2:13]1. The reactants are O=C(NC1(c2nnc(C3CC3)[nH]2)CC1)OCc1ccccc1, CO. The product is NC1(c2nnc(C3CC3)[nH]2)CC1. Starting materials: N(=NC(=O)OC(C)C)C(=O)OC(C)C (diisopropyl azodicarboxylate), BrC=1C(C2=CC(=CC=C2C1C1=CC=CC=C1)O)=O (2-Bromo-6-hydroxy-3-phenyl-1H-inden-1-one), C1=CC=C(C=C1)P(C2=CC=CC=C2)C3=CC=CC=C3 (PPh3), OCCN1CCOCC1 (4-(2-hydroxyethyl)morpholine). The solvent is C1CCOC1 (THF). Conditions: temperature 0 celsius, time 30 minute. Product: O1CCN(CC1)CCOC1=CC=C2C(=C(C(C2=C1)=O)Br)C1=CC=CC=C1 (6-(2-Morpholinoethoxy)-2-bromo-3-phenyl-1H-inden-1-one). Yield: 78.0%. Reaction SMILES: [Br:1][C:2]1[C:3](=[O:18])[C:4]2[C:9]([C:10]=1[C:11]1[CH:16]=[CH:15][CH:14]=[CH:13][CH:12]=1)=[CH:8][CH:7]=[C:6]([OH:17])[CH:5]=2.C1C=CC(P(C2C=CC=CC=2)C2C=CC=CC=2)=CC=1.O[CH2:39][CH2:40][N:41]1[CH2:46][CH2:45][O:44][CH2:43][CH2:42]1.N(C(OC(C)C)=O)=NC(OC(C)C)=O>C1COCC1>[O:44]1[CH2:45][CH2:46][N:41]([CH2:40][CH2:39][O:17][C:6]2[CH:5]=[C:4]3[C:9]([C:10]([C:11]4[CH:16]=[CH:15][CH:14]=[CH:13][CH:12]=4)=[C:2]([Br:1])[C:3]3=[O:18])=[CH:8][CH:7]=2)[CH2:42][CH2:43]1. Procedure: A flask was charged with 2-bromo-6-hydroxy-3-phenyl-1H-inden-1-one (3.0 g, 10.0 mmol) obtained in Step 5, PPh3 (3.93 g, 1.5 eq), 4-(2-hydroxyethyl)morpholine (1.8 mL, 1.5 eq), and THF (33 mL, 0.3M). The resulting mixture was cooled to 0° C. and diisopropyl azodicarboxylate (DIAD, 2.9 mL, 1.5 eq) was added. The reaction mixture was stirred at 0° C. for 30 min and allowed to increase to ambient temperature. After being stirred for 2 h, the solution was concentrated by rotary evaporation under redu...